From a dataset of the Open Reaction Database (ORD), a public repository of structured organic reaction records. describe an organic reaction: reactants, conditions, products, and yield The reactants are C(#N)C1=CC2=C(N(C=N2)C2=CC(=CC=C2)C=2SC=CN2)C=C1 (5-Cyano-1-(3-(2-thiazolyl)phenyl)benzimidazole), C(=O)O (HCO2H). The reagents and catalysts are [Ni] (Ni). Run in O (water). Conditions: temperature 110 celsius, time 1 hour. The product is C(=O)C1=CC2=C(N(C=N2)C2=CC(=CC=C2)C=2SC=CN2)C=C1 (5-Formyl-1-(3-(2-thiazolyl)phenyl)benzimidazole). Isolated yield 87.0%. As a reaction SMILES: [C:1]([C:3]1[CH:22]=[CH:21][C:6]2[N:7]([C:10]3[CH:15]=[CH:14][CH:13]=[C:12]([C:16]4[S:17][CH:18]=[CH:19][N:20]=4)[CH:11]=3)[CH:8]=[N:9][C:5]=2[CH:4]=1)#N.C(O)=[O:24]>O.[Ni]>[CH:1]([C:3]1[CH:22]=[CH:21][C:6]2[N:7]([C:10]3[CH:15]=[CH:14][CH:13]=[C:12]([C:16]4[S:17][CH:18]=[CH:19][N:20]=4)[CH:11]=3)[CH:8]=[N:9][C:5]=2[CH:4]=1)=[O:24]. Procedure details: Raney Ni (2.0 g) was added to a solution of (54) (1.5 g, 4.9 mmol) in HCO2H (18 ml) and water (6 ml). The mixture was stirred under argon at 110° C. for 1 hr. After cooling the mixture was filtered. The filtrate was concentrated, partitioned between a 5% aqueous NaHCO3 solution and ethyl acetate. The organic phase was washed with brine, dried and concentrated under reduced pressure to give (55) (1.3 g, 87%). Starting materials: C(C1=CC=CC=C1)OC=1C(=NC=C(C1)SC)NC=1SC=C(N1)C (3-(Benzyloxy)-N-(4-methylthiazol-2-yl)-5-(methylthio)pyridin-2-amine), Cl (HCl), C1=CC(=CC(=C1)Cl)C(=O)OO (MCPBA). Solvent: CCOCC (ether), C(Cl)Cl (CH2Cl2), C(Cl)Cl (CH2Cl2). Conditions: temperature 0 celsius, time 2 hour. Product: Cl.C(C1=CC=CC=C1)OC=1C(=NC=C(C1)S(=O)C)NC=1SC=C(N1)C (3-(benzyloxy)-5-(methylsulfinyl)-N-(4-methylthiazol-2-yl)pyridin-2-amine hydrochloride). Yield: 56.3%. RXN SMILES: [CH2:1]([O:8][C:9]1[C:10]([NH:17][C:18]2[S:19][CH:20]=[C:21]([CH3:23])[N:22]=2)=[N:11][CH:12]=[C:13]([S:15][CH3:16])[CH:14]=1)[C:2]1[CH:7]=[CH:6][CH:5]=[CH:4][CH:3]=1.C1C=C([Cl:30])C=C(C(OO)=[O:32])C=1.Cl>C(Cl)Cl.CCOCC>[ClH:30].[CH2:1]([O:8][C:9]1[C:10]([NH:17][C:18]2[S:19][CH:20]=[C:21]([CH3:23])[N:22]=2)=[N:11][CH:12]=[C:13]([S:15]([CH3:16])=[O:32])[CH:14]=1)[C:2]1[CH:3]=[CH:4][CH:5]=[CH:6][CH:7]=1 |f:5.6|. Procedure details: 3-(Benzyloxy)-N-(4-methylthiazol-2-yl)-5-(methylthio)pyridin-2-amine (prepared according to Example 7; 0.057 g, 0.166 mmol) was placed in CH2Cl2 (5 mL) and cooled to 0° C. MCPBA (0.0398 g, 0.166 mmol) was added, and the reaction mixture was stirred at room temperature for 2 hours, then quenched with sodium bisulfite and extracted with CH2Cl2. The organic layer was washed with saturated sodium bicarbonate, dried, filtered, and concentrated. The residue was purified by silica gel (40-80% EtOAc in ... The reactants are FC(C(CC(=O)C1=C(C=CC=C1)OC)=O)(F)F (4,4,4-trifluoro-1-(2-methoxyphenyl)butane-1,3-dione), Cl.NO (hydroxylamine hydrochloride), COC1=C(C=CC=C1)C1=CC(=NO1)C(F)(F)F (5-(2-methoxyphenyl)-3-(trifluoromethyl)-1,2-oxazole). The solvent is C(C)O (ethanol). Product: FC(C1=NOC(=C1)C1=C(C=CC=C1)O)(F)F (2-[3-(trifluoromethyl)-1,2-oxazol-5-yl]phenol). Reaction SMILES: C[O:2][C:3]1[CH:8]=[CH:7][CH:6]=[CH:5][C:4]=1[C:9]1[O:13][N:12]=[C:11]([C:14]([F:17])([F:16])[F:15])[CH:10]=1.FC(F)(F)C(=O)CC(C1C=CC=CC=1OC)=O.Cl.NO>C(O)C>[F:17][C:14]([F:15])([F:16])[C:11]1[CH:10]=[C:9]([C:4]2[CH:5]=[CH:6][CH:7]=[CH:8][C:3]=2[OH:2])[O:13][N:12]=1 |f:2.3|. Procedure: Synthesis of 5-(2-methoxyphenyl)-3-(trifluoromethyl)-1,2-oxazole (C10) A mixture of 4,4,4-trifluoro-1-(2-methoxyphenyl)butane-1,3-dione (C9) (933 mg, 3.79 mmol) and hydroxylamine hydrochloride (798 mg, 11.4 mmol) in ethanol (10 mL) was refluxed under nitrogen for 3 hours, then cooled to room temperature. The reaction was concentrated in vacuo, treated with water (30 mL) and extracted with dichloromethane (3×10 mL). The combined organic layers were dried over sodium sulfate and concentrated in va...